From a dataset of the Open Reaction Database (ORD), a public repository of structured organic reaction records. describe an organic reaction: reactants, conditions, products, and yield Reactants: stannous chloride dihydrate, Cl (HCl), [N+](=O)([O-])C1=C(C#N)C=CC(=C1)[N+](=O)[O-] (2,4-dinitrobenzonitrile). Run in C(C)O (ethanol). Run at time 90 minute. Yields the product NC1=C(C#N)C=CC(=C1)N (2,4-diaminobenzonitrile). Yield: 70.0%. As a reaction SMILES: Cl.[N+:2]([C:5]1[CH:12]=[C:11]([N+:13]([O-])=O)[CH:10]=[CH:9][C:6]=1[C:7]#[N:8])([O-])=O>C(O)C>[NH2:2][C:5]1[CH:12]=[C:11]([NH2:13])[CH:10]=[CH:9][C:6]=1[C:7]#[N:8]. Reported procedure: A solution of 74.6 g. of stannous chloride dihydrate, 75 ml. concentrated HCl, and 150 ml. ethanol was cooled in an ice bath and stirred while adding 9.66 g. (0.05 mole) of powdered 2,4-dinitrobenzonitrile at a rate that maintained a temperature of 25°-30° C. The resulting yellow solution was held at 40° C. for 90 minutes while a stream of nitrogen was blown over the surface to evaporate most ot the ethanol. The residue was a yellow slurry, which was cooled in an ice bath and stirred while a sol... Starting materials: ClC=1SC2=C(N1)C=CC(=C2[N+](=O)[O-])OC(F)(F)F (2-chloro-7-nitro-6-trifluoromethoxybenzothiazole), [OH-].[NH4+] (ammonium hydroxide). The solvent is C(C)O (ethanol). Run at temperature 110 celsius. Product: NC=1SC2=C(N1)C=CC(=C2[N+](=O)[O-])OC(F)(F)F (2-amino-7-nitro-6-trifluoromethoxybenzothiazole). As a reaction SMILES: Cl[C:2]1[S:3][C:4]2[C:10]([N+:11]([O-:13])=[O:12])=[C:9]([O:14][C:15]([F:18])([F:17])[F:16])[CH:8]=[CH:7][C:5]=2[N:6]=1.[OH-].[NH4+:20]>C(O)C>[NH2:20][C:2]1[S:3][C:4]2[C:10]([N+:11]([O-:13])=[O:12])=[C:9]([O:14][C:15]([F:18])([F:17])[F:16])[CH:8]=[CH:7][C:5]=2[N:6]=1 |f:1.2|. Reported procedure: A mixture of 0.4 g of 2-chloro-7-nitro-6-trifluoromethoxybenzothiazole and 10 cm3 of 33% aqueous ammonium hydroxide solution in 30 cm3 of ethanol is heated at 110° C. in an autoclave for 5 hours. The mixture is cooled and the solvent is evaporated off under reduced pressure (2.7 kPa). After purification by flash chromatography on silica with a cyclohexane/ethyl acetate mixture (4/6 by volume) as eluent, 0.22 g of 2-amino-7-nitro-6-trifluoromethoxybenzothiazole is obtained, melting at 180° C. Starting materials: CCN=C=NCCCN(C)C, CN(C)C=O, [Cl-], Cl, O=C(O)c1cccnc1C(F)(F)F, Nc1cccc(Oc2ccc3nc(NC(=O)C4CC4)cn3n2)c1, [NH4+], On1nnc2ccccc21. The product is O=C(Nc1cccc(Oc2ccc3nc(NC(=O)C4CC4)cn3n2)c1)c1cccnc1C(F)(F)F. RXN SMILES: [CH3:38][N:39]([CH3:40])[CH2:41][CH2:42][CH2:43][N:44]=[C:45]=[N:46][CH2:47][CH3:48].[CH3:61][N:62]([CH3:63])[CH:64]=[O:65].[Cl-:59].[ClH:37].[F:24][C:25]([c:26]1[c:27]([C:28](=[O:29])[OH:30])[cH:31][cH:32][cH:33][n:34]1)([F:35])[F:36].[NH2:1][c:2]1[cH:3][c:4]([O:5][c:6]2[cH:7][cH:8][c:9]3[n:10]([n:11]2)[cH:12][c:13]([NH:15][C:16](=[O:17])[CH:18]2[CH2:19][CH2:20]2)[n:14]3)[cH:21][cH:22][cH:23]1.[NH4+:60].[OH:49][n:50]1[c:51]2[cH:52][cH:53][cH:54][cH:55][c:56]2[n:57][n:58]1>>[NH:1]([c:2]1[cH:3][c:4]([O:5][c:6]2[cH:7][cH:8][c:9]3[n:10]([n:11]2)[cH:12][c:13]([NH:15][C:16](=[O:17])[CH:18]2[CH2:19][CH2:20]2)[n:14]3)[cH:21][cH:22][cH:23]1)[C:28]([c:27]1[c:26]([C:25]([F:24])([F:35])[F:36])[n:34][cH:33][cH:32][cH:31]1)=[O:29].